Dataset: the Open Reaction Database (ORD), a public repository of structured organic reaction records. Task: describe an organic reaction: reactants, conditions, products, and yield Yields the product BrCC1=CC=2N(C=C1)N=NN2 (7-Bromomethyl tetrazolo[1,5-a]pyridine). Reactants: CC1=CC=2N(C=C1)N=NN2 (7-Methyl tetrazolo [1,5-a]pyridine), BrN1C(CCC1=O)=O.C1=CC=CC=C1 (benzene N-bromosuccinimide), BrN1C(CCC1=O)=O (N-bromosuccinimide). Reagents/catalysts: C(C1=CC=CC=C1)(=O)OOC(C1=CC=CC=C1)=O (benzoyl peroxide). Yield: 98.8%. Solvent: C1=CC=CC=C1 (benzene). Procedure details: 7-Methyl tetrazolo [1,5-a]pyridine [Boyer, et al., J. Am. Chem. Soc., 82, 2218 (1960)] (23 g, 173 mmole), benzene N-bromosuccinimide (30.6 g. 173 mmole) and benzoyl peroxide (100 mg) in 1.5 liters of benzene is refluxed overnight. More N-bromosuccinimide (15.3 g, 86.5 mole) is added and the reflux is maintained for several hours. The mixture is cooled and washed with 100 ml 20% sodium hydroxide and then with water. It is dried over calcium chloride, evaporated to dryness to yield 36.4 g of a mix... As a reaction SMILES: [CH3:1][C:2]1[CH:7]=[CH:6][N:5]2[N:8]=[N:9][N:10]=[C:4]2[CH:3]=1.[Br:11]N1C(=O)CCC1=O.C1C=CC=CC=1.BrN1C(=O)CCC1=O>C1C=CC=CC=1.C(OOC(=O)C1C=CC=CC=1)(=O)C1C=CC=CC=1>[Br:11][CH2:1][C:2]1[CH:7]=[CH:6][N:5]2[N:8]=[N:9][N:10]=[C:4]2[CH:3]=1 |f:1.2|. Reactants: CO, COC(=O)c1cc(Cl)nc(N(C)S(C)(=O)=O)c1, Cl, [Na+], [OH-]. Yields the product CN(c1cc(C(=O)O)cc(Cl)n1)S(C)(=O)=O. Reaction SMILES: [CH3:21][OH:22].[Cl:1][c:2]1[cH:3][c:4]([C:5](=[O:6])[O:7][CH3:8])[cH:9][c:10]([N:12]([S:13](=[O:14])(=[O:15])[CH3:16])[CH3:17])[n:11]1.[ClH:20].[Na+:19].[OH-:18]>>[Cl:1][c:2]1[cH:3][c:4]([C:5](=[O:6])[OH:7])[cH:9][c:10]([N:12]([S:13](=[O:14])(=[O:15])[CH3:16])[CH3:17])[n:11]1. The reactants are O1COC2=C1C=CC(=C2)C2(CC2)C(=O)NC=2C=C1C=C(NC1=CC2)C(C)(CCC#N)C (1-(benzo[d][1,3]dioxol-5-yl)-N-(2-(4-cyano-2-methylbutan-2-yl)-1H-indol-5-yl)cyclopropanecarboxamide), [OH-].[K+] (KOH), CCO.O (EtOH water). Run at temperature 1 celsius. The product is O1COC2=C1C=CC(=C2)C2(CC2)C(=O)NC=2C=C1C=C(NC1=CC2)C(CCC(=O)O)(C)C (4-(5-(1-(benzo[d][1,3]dioxol-5-yl)cyclopropanecarboxamido)-1H-indol-2-yl)-4-methylpentanoic acid). Reaction SMILES: [O:1]1[C:5]2[CH:6]=[CH:7][C:8]([C:10]3([C:13]([NH:15][C:16]4[CH:17]=[C:18]5[C:22](=[CH:23][CH:24]=4)[NH:21][C:20]([C:25]([CH3:31])([CH2:27][CH2:28][C:29]#N)[CH3:26])=[CH:19]5)=[O:14])[CH2:12][CH2:11]3)=[CH:9][C:4]=2[O:3][CH2:2]1.[OH-:32].[K+].CCO.[OH2:37]>>[O:1]1[C:5]2[CH:6]=[CH:7][C:8]([C:10]3([C:13]([NH:15][C:16]4[CH:17]=[C:18]5[C:22](=[CH:23][CH:24]=4)[NH:21][C:20]([C:25]([CH3:31])([CH3:26])[CH2:27][CH2:28][C:29]([OH:37])=[O:32])=[CH:19]5)=[O:14])[CH2:11][CH2:12]3)=[CH:9][C:4]=2[O:3][CH2:2]1 |f:1.2,3.4|. Reported procedure: A mixture of 1-(benzo[d][1,3]dioxol-5-yl)-N-(2-(4-cyano-2-methylbutan-2-yl)-1H-indol-5-yl)cyclopropanecarboxamide (0.060 g, 0.15 mmol) and KOH (0.081 g, 1.5 mmol) in 50% EtOH/water (2 mL) was heated in the microwave at 1.00° C. for 1 h. The solvent was evaporated under reduced pressure. The crude product was dissolved in DMSO (1 mL), filtered, and purified by reverse phase preparative HPLC to give 4-(5-(1-(benzo[d][1,3]dioxol-5-yl)cyclopropanecarboxamido)-1H-indol-2-yl)-4-methylpentanoic acid. 1... The reactants are solution, OP(=O)(O)[O-].[K+] (KH2PO4), C(C)OC(C(=O)OCC)=O (diethyloxalate), [Li]N([Si](C)(C)C)[Si](C)(C)C (LiN(TMS)2), C1CCOC1 (THF), COC1(C(CCCCC1)=O)OC (2,2-dimethoxycycloheptanone). The solvent is CCOCC (Et2O). Run at time 8 hour. The product is COC1(C(C(CCCC1)C(C(=O)OCC)=O)=O)OC (Ethyl (3,3-dimethoxy-2-oxocycloheptyl)(oxo)acetate). Yield: 65.0%. Reaction SMILES: [Li]N([Si](C)(C)C)[Si](C)(C)C.C1COCC1.[CH3:16][O:17][C:18]1([O:26][CH3:27])[CH2:24][CH2:23][CH2:22][CH2:21][CH2:20][C:19]1=[O:25].[CH2:28]([O:30][C:31](=[O:37])[C:32](OCC)=[O:33])[CH3:29].OP([O-])(O)=O.[K+]>CCOCC>[CH3:27][O:26][C:18]1([O:17][CH3:16])[CH2:24][CH2:23][CH2:22][CH2:21][CH:20]([C:32](=[O:33])[C:31]([O:30][CH2:28][CH3:29])=[O:37])[C:19]1=[O:25] |f:4.5|. Reported procedure: 1M LiN(TMS)2 in THF (28.5 mL, 28.5 mmol) were added dropwise at −50° C. to a solution of 2,2-dimethoxycycloheptanone (4.10 g, 23.8 mmol) in 25 mL of Et2O under argon. After 30 minutes at the same temperature, 3.55 mL of diethyloxalate were also added under stirring. The solution was kept at room temperature overnight. 10% solution of KH2PO4 (20 mL) were then added and the resulting solution extracted with Et2O (3×50 mL). The organic layer was dried over Na2SO4 and evaporated to dryness. The crud... The product is C(C)C=1C=C(N(C1)C1=CC=C(CN2C(=NC=3C2=NC=CC3C)CCC)C=C1)C1=NN=NN1 (3-[4-[4-ethyl-2-(1H-tetrazol-5-yl)-1-pyrrolyl]benzyl]-7-methyl-2-propyl-3H-imidazo[4,5-b]pyridine). RXN SMILES: [CH3:1][C:2]1[CH:7]=[CH:6][N:5]=[C:4]2[N:8]([CH2:14][C:15]3[CH:20]=[CH:19][C:18]([N:21]4[CH:25]=[C:24]([CH:26]=[CH2:27])[CH:23]=[C:22]4[C:28]4[NH:32][N:31]=[N:30][N:29]=4)=[CH:17][CH:16]=3)[C:9]([CH2:11][CH2:12][CH3:13])=[N:10][C:3]=12>[Pd].CO>[CH2:26]([C:24]1[CH:23]=[C:22]([C:28]2[NH:32][N:31]=[N:30][N:29]=2)[N:21]([C:18]2[CH:19]=[CH:20][C:15]([CH2:14][N:8]3[C:4]4=[N:5][CH:6]=[CH:7][C:2]([CH3:1])=[C:3]4[N:10]=[C:9]3[CH2:11][CH2:12][CH3:13])=[CH:16][CH:17]=2)[CH:25]=1)[CH3:27]. Reaction conditions: time 4 hour. Starting materials: CC1=C2C(=NC=C1)N(C(=N2)CCC)CC2=CC=C(C=C2)N2C(=CC(=C2)C=C)C2=NN=NN2 (7-methyl-2-propyl-3-[4-[2-(1H-tetrazol-5-yl)4-vinyl-1-pyrrolyl]benzyl]-3H-imidazo[4,5-b]pyridine). Procedure details: A mixture of 7-methyl-2-propyl-3-[4-[2-(1H-tetrazol-5-yl)4-vinyl-1-pyrrolyl]benzyl]-3H-imidazo[4,5-b]pyridine (40 mg), 10% palladium on carbon (10 mg) and methanol (5 ml) was stirred at room temperature for 4 hours under hydrogen atmosphere (3 atm). After filtration, the filtrate was evaporated in vacuo. The residue was purified by preparative thin layer chromatography (dichloromethane:methanol=5:1) to give 3-[4-[4-ethyl-2-(1H-tetrazol-5-yl)-1-pyrrolyl]benzyl]-7-methyl-2-propyl-3H-imidazo[4,5-b]... Solvent: CO (methanol). Reagents/catalysts: [Pd] (palladium on carbon). Starting materials: C[O-], CO, O=c1[nH][nH]c2cc(Nc3nc(Cl)nc(Nc4cc(C5CC5)n[nH]4)n3)ccc12, Cl, [Na+]. The product is COc1nc(Nc2ccc3c(=O)[nH][nH]c3c2)nc(Nc2cc(C3CC3)n[nH]2)n1. As a reaction SMILES: [CH3:29][O-:30].[CH3:32][OH:33].[Cl:1][c:2]1[n:3][c:4]([NH:17][c:18]2[cH:19][cH:20][c:21]3[c:22](=[O:27])[nH:23][nH:24][c:25]3[cH:26]2)[n:5][c:6]([NH:8][c:9]2[nH:10][n:11][c:12]([CH:14]3[CH2:15][CH2:16]3)[cH:13]2)[n:7]1.[ClH:28].[Na+:31]>>[c:2]1([O:30][CH3:29])[n:3][c:4]([NH:17][c:18]2[cH:19][cH:20][c:21]3[c:22](=[O:27])[nH:23][nH:24][c:25]3[cH:26]2)[n:5][c:6]([NH:8][c:9]2[nH:10][n:11][c:12]([CH:14]3[CH2:15][CH2:16]3)[cH:13]2)[n:7]1. The reactants are CC#N, Cl, CC(C)(C)OC(=O)c1cc(Oc2ccc3nc(NC4CCCCC4O)sc3c2)ccn1. Yields the product O=C(O)c1cc(Oc2ccc3nc(NC4CCCCC4O)sc3c2)ccn1. As a reaction SMILES: [CH3:33][C:34]#[N:35].[ClH:32].[OH:1][CH:2]1[CH:3]([NH:8][c:9]2[s:10][c:11]3[c:12]([n:13]2)[cH:14][cH:15][c:16]([O:18][c:19]2[cH:20][c:21]([C:25](=[O:26])[O:27][C:28]([CH3:29])([CH3:30])[CH3:31])[n:22][cH:23][cH:24]2)[cH:17]3)[CH2:4][CH2:5][CH2:6][CH2:7]1>>[OH:1][CH:2]1[CH:3]([NH:8][c:9]2[s:10][c:11]3[c:12]([n:13]2)[cH:14][cH:15][c:16]([O:18][c:19]2[cH:20][c:21]([C:25](=[O:26])[OH:27])[n:22][cH:23][cH:24]2)[cH:17]3)[CH2:4][CH2:5][CH2:6][CH2:7]1.